This data is from the Open Reaction Database (ORD), a public repository of structured organic reaction records. The task is: describe an organic reaction: reactants, conditions, products, and yield Reactants: NC1=C(C=C(C=N1)C1=CC=C(C(=O)O)C=C1)C(NC1=CC=NC=C1)=O (4-[6-amino-5-(pyridin-4-ylcarbamoyl)-pyridin-3-yl]-benzoic acid), OCCNCCO (2-(2-hydroxy-ethylamino)-ethanol). The product is NC1=C(C(=O)NC2=CC=NC=C2)C=C(C=N1)C1=CC=C(C=C1)C(N(CCO)CCO)=O (2-Amino-5-{4-[bis-(2-hydroxy-ethyl)-carbamoyl]-phenyl}-N-pyridin-4-yl-nicotinamide). RXN SMILES: [NH2:1][C:2]1[N:7]=[CH:6][C:5]([C:8]2[CH:16]=[CH:15][C:11]([C:12]([OH:14])=O)=[CH:10][CH:9]=2)=[CH:4][C:3]=1[C:17](=[O:25])[NH:18][C:19]1[CH:24]=[CH:23][N:22]=[CH:21][CH:20]=1.[OH:26][CH2:27][CH2:28][NH:29][CH2:30][CH2:31][OH:32]>>[NH2:1][C:2]1[N:7]=[CH:6][C:5]([C:8]2[CH:9]=[CH:10][C:11]([C:12](=[O:14])[N:29]([CH2:30][CH2:31][OH:32])[CH2:28][CH2:27][OH:26])=[CH:15][CH:16]=2)=[CH:4][C:3]=1[C:17]([NH:18][C:19]1[CH:20]=[CH:21][N:22]=[CH:23][CH:24]=1)=[O:25]. Procedure details: Reaction of 4-[6-amino-5-(pyridin-4-ylcarbamoyl)-pyridin-3-yl]-benzoic acid with 2-(2-hydroxy-ethylamino)-ethanol gives “A93”; method 2: HPLC/MS: 1.62 min, [M+H]=422; The reactants are C1(=CC=CC=C1)N1N=C(C2=C1C=C[Se]2)C2=CC=C(C=C2)C(=O)OC (1-Phenyl-3-(p-methoxycarbonylphenyl)selenolo[3,2-c]pyrazole), C(C1=CC=CC=C1)N1N=C(C2=C1C=C[Se]2)C=2OC(=CC2)C(=O)OC (1-Benzyl-3-(5-methoxycarbonyl-2-furyl)selenolo[3,2-c]-pyrazole), C(C1=CC=CC=C1)N1N=C(C2=C1C=C[Se]2)C=2OC(=CC2)CO (1-Benzyl-3-(5-hydroxymethyl-2-furyl)selenolo[3,2-c]pyrazole). Product: C1(=CC=CC=C1)N1N=C(C2=C1C=C[Se]2)C2=CC=C(C=C2)CO (1-Phenyl-3-(p-hydroxymethylphenyl)selenolo[3,2-c]pyrazole). Reaction SMILES: [C:1]1([N:7]2[C:11]3[CH:12]=[CH:13][Se:14][C:10]=3[C:9]([C:15]3[CH:20]=[CH:19][C:18]([C:21](OC)=[O:22])=[CH:17][CH:16]=3)=[N:8]2)[CH:6]=[CH:5][CH:4]=[CH:3][CH:2]=1.C(N1C2C=C[Se]C=2C(C2OC(C(OC)=O)=CC=2)=N1)C1C=CC=CC=1.C(N1C2C=C[Se]C=2C(C2OC(CO)=CC=2)=N1)C1C=CC=CC=1>>[C:1]1([N:7]2[C:11]3[CH:12]=[CH:13][Se:14][C:10]=3[C:9]([C:15]3[CH:16]=[CH:17][C:18]([CH2:21][OH:22])=[CH:19][CH:20]=3)=[N:8]2)[CH:2]=[CH:3][CH:4]=[CH:5][CH:6]=1. Procedure: Compound 66 (0.764 g, 0.002 mole) was used to replace compound 55 in the preparation of compound 57 to afford compound 68. Yield: 0.585 g (82.9%); white needle crystals; mp 133-134° C.